This data is from the Open Reaction Database (ORD), a public repository of structured organic reaction records. The task is: describe an organic reaction: reactants, conditions, products, and yield Reactants: CC(C)(C)OC(=O)N1CCc2cc(C(=O)Nc3cnc4ccccc4c3)ccc21, ClCCl, O, O=C(O)C(F)(F)F. The product is O=C(Nc1cnc2ccccc2c1)c1ccc2c(c1)CCN2. As a reaction SMILES: [C:1]([O:2][C:3](=[O:4])[N:8]1[CH2:9][CH2:10][c:11]2[cH:12][c:13]([C:17]([NH:18][c:19]3[cH:20][n:21][c:22]4[cH:23][cH:24][cH:25][cH:26][c:27]4[cH:28]3)=[O:29])[cH:14][cH:15][c:16]21)([CH3:5])([CH3:6])[CH3:7].[Cl:38][CH2:39][Cl:40].[OH2:37].[OH:30][C:31]([C:32]([F:33])([F:34])[F:35])=[O:36]>>[NH:8]1[CH2:9][CH2:10][c:11]2[cH:12][c:13]([C:17]([NH:18][c:19]3[cH:20][n:21][c:22]4[cH:23][cH:24][cH:25][cH:26][c:27]4[cH:28]3)=[O:29])[cH:14][cH:15][c:16]21. The reactants are O=C1CCC(=O)N1Br, COC(=O)c1cc(N)nc(-c2ccc(Cl)c(OC)c2F)n1, ClC(Cl)Cl. Product: COC(=O)c1nc(-c2ccc(Cl)c(OC)c2F)nc(N)c1Br. As a reaction SMILES: [Br:22][N:23]1[C:24](=[O:25])[CH2:26][CH2:27][C:28]1=[O:29].[CH3:1][O:2][C:3](=[O:4])[c:5]1[n:6][c:7](-[c:12]2[c:13]([F:21])[c:14]([O:19][CH3:20])[c:15]([Cl:18])[cH:16][cH:17]2)[n:8][c:9]([NH2:11])[cH:10]1.[CH:30]([Cl:31])([Cl:32])[Cl:33]>>[CH3:1][O:2][C:3](=[O:4])[c:5]1[n:6][c:7](-[c:12]2[c:13]([F:21])[c:14]([O:19][CH3:20])[c:15]([Cl:18])[cH:16][cH:17]2)[n:8][c:9]([NH2:11])[c:10]1[Br:22].